Dataset: the Open Reaction Database (ORD), a public repository of structured organic reaction records. Task: describe an organic reaction: reactants, conditions, products, and yield The reactants are ClC1=CC=C(C(=N1)N)N (6-Chloropyridine-2,3-diamine), N1(CCOCC1)CC(=O)O (morpholin-4-ylacetic acid). Yields the product ClC1=CC=C2C(=N1)N=C(N2)CN2CCOCC2 (5-Chloro-2-(morpholin-4-ylmethyl)-1H-imidazo[4,5-b]pyridine). RXN SMILES: [Cl:1][C:2]1[N:7]=[C:6]([NH2:8])[C:5]([NH2:9])=[CH:4][CH:3]=1.[N:10]1([CH2:16][C:17](O)=O)[CH2:15][CH2:14][O:13][CH2:12][CH2:11]1>>[Cl:1][C:2]1[N:7]=[C:6]2[N:8]=[C:17]([CH2:16][N:10]3[CH2:15][CH2:14][O:13][CH2:12][CH2:11]3)[NH:9][C:5]2=[CH:4][CH:3]=1. Procedure: The title compound was prepared as described in Example 23, Step 2 using 6-chloropyridine-2,3-diamine (650 mg, 4.53 mmol) (Example 23, Step 1) and morpholin-4-ylacetic acid (660 mg, 4.53 mmol) as starting materials. The reactants are resultant solution, C(CCCO)O (1,4-butanediol), C(C)(C)N(CC)C(C)C (diisopropylethylamine), C(C)(C)(C)[Si](C1=CC=CC=C1)(C1=CC=CC=C1)Cl (tert-butylchlorodiphenylsilane), N#N (N2). Run in ClCCl (dichloromethane). Product: C(C)(C)(C)[Si](OCCCCO)(C1=CC=CC=C1)C1=CC=CC=C1 (4-(tert-butyl-diphenyl-silanyloxy)-butan-1-ol). The yield is 172.5%. Reaction SMILES: [CH2:1]([OH:6])[CH2:2][CH2:3][CH2:4][OH:5].C(N(C(C)C)CC)(C)C.[C:16]([Si:20](Cl)([C:27]1[CH:32]=[CH:31][CH:30]=[CH:29][CH:28]=1)[C:21]1[CH:26]=[CH:25][CH:24]=[CH:23][CH:22]=1)([CH3:19])([CH3:18])[CH3:17].N#N>ClCCl>[C:16]([Si:20]([C:27]1[CH:32]=[CH:31][CH:30]=[CH:29][CH:28]=1)([C:21]1[CH:22]=[CH:23][CH:24]=[CH:25][CH:26]=1)[O:5][CH2:4][CH2:3][CH2:2][CH2:1][OH:6])([CH3:19])([CH3:17])[CH3:18]. Procedure details: To a solution of 1,4-butanediol (5 g, 55 mol) in dichloromethane (10 mL) containing diisopropylethylamine (10 mL) was added tert-butylchlorodiphenylsilane (5 mL, 18 mmol) dropwise under N2 atmosphere at 18° C. over 2 h. The resultant solution was stirred at room temperature for 4 hours and concentrated under reduced pressure. Purification by column chromatography with hexane/ethyl acetate (1/1) gave 4-(tert-butyl-diphenyl-silanyloxy)-butan-1-ol (10.2 g, 85% yield) as colorless oil: 1H NMR (400 M... The reactants are O=Cc1ccccc1[N+](=O)[O-], [Na+], [Na+], [Na+], [Na+], O=C([O-])[O-], C1CCOC1, O=S([O-])S(=O)[O-]. Product: Nc1ccccc1C=O. Reaction SMILES: [N+:1]([O-:2])(=[O:3])[c:4]1[c:5]([CH:6]=[O:7])[cH:8][cH:9][cH:10][cH:11]1.[Na+:18].[Na+:19].[Na+:20].[Na+:21].[O-:22][C:23](=[O:24])[O-:25].[O:26]1[CH2:27][CH2:28][CH2:29][CH2:30]1.[S:12]([S:13]([O-:14])=[O:15])([O-:16])=[O:17]>>[NH2:1][c:4]1[c:5]([CH:6]=[O:7])[cH:8][cH:9][cH:10][cH:11]1. Starting materials: CCO, CCCCCOC(=O)Cl, ClCCl, Cl, CCOC(=O)CCN(C(=O)c1ccc2c(c1)nc(CNc1ccc(C(=N)N)cc1OC)n2C)c1ccccn1. Yields the product CCCCCOC(=O)NC(=N)c1ccc(NCc2nc3cc(C(=O)N(CCC(=O)OCC)c4ccccn4)ccc3n2C)c(OC)c1. Reaction SMILES: [CH2:50]([OH:51])[CH3:52].[Cl:41][C:42](=[O:43])[O:44][CH2:45][CH2:46][CH2:47][CH2:48][CH3:49].[Cl:53][CH2:54][Cl:55].[ClH:1].[n:2]1[c:3]([N:8]([C:9](=[O:10])[c:11]2[cH:12][c:13]3[c:14]([n:15]([CH3:31])[c:16]([CH2:18][NH:19][c:20]4[c:21]([O:29][CH3:30])[cH:22][c:23]([C:26]([NH2:27])=[NH:28])[cH:24][cH:25]4)[n:17]3)[cH:32][cH:33]2)[CH2:34][CH2:35][C:36](=[O:37])[O:38][CH2:39][CH3:40])[cH:4][cH:5][cH:6][cH:7]1>>[n:2]1[c:3]([N:8]([C:9](=[O:10])[c:11]2[cH:12][c:13]3[c:14]([n:15]([CH3:31])[c:16]([CH2:18][NH:19][c:20]4[c:21]([O:29][CH3:30])[cH:22][c:23]([C:26](=[NH:27])[NH:28][C:42](=[O:43])[O:44][CH2:45][CH2:46][CH2:47][CH2:48][CH3:49])[cH:24][cH:25]4)[n:17]3)[cH:32][cH:33]2)[CH2:34][CH2:35][C:36](=[O:37])[O:38][CH2:39][CH3:40])[cH:4][cH:5][cH:6][cH:7]1. Reported procedure: To a solution of 1-[(3S)-3-[[2-[5-chloro-1-(p-tolylsulfonyl)pyrrolo[2,3-b]pyridin-3-yl]-5-fluoro-pyrimidin-4-yl]amino]-1-piperidyl]-3-methoxy-propan-2-ol, 1d, (0.15 g, 0.24 mmol) in THF was added 1N LiOH solution. The reaction mixture was heated in a microwave reactor at 120° C. for 5 minutes. The reaction mixture was diluted with water and the aqueous phase was extracted with EtOAc (twice). The combined organic phases were dried (MgSO4), filtered and concentrated under vacuo. The resulting soli... Reaction conditions: temperature 120 celsius. Reactants: ClC=1C=C2C(=NC1)N(C=C2C2=NC=C(C(=N2)N[C@@H]2CN(CCC2)CC(COC)O)F)S(=O)(=O)C2=CC=C(C=C2)C (1-[(3S)-3-[[2-[5-chloro-1-(p-tolylsulfonyl)pyrrolo[2,3-b]pyridin-3-yl]-5-fluoro-pyrimidin-4-yl]amino]-1-piperidyl]-3-methoxy-propan-2-ol), ClC=1C=C2C(=NC1)N(C=C2C2=NC=C(C(=N2)NC2N(CCCC2)C([C@H](C)O)OC)F)S(=O)(=O)C2=CC=C(C)C=C2 ((S)-3-((2-(5-chloro-1-tosyl-1H-pyrrolo[2,3-b]pyridin-3-yl)-5-fluoropyrimidin-4-ylamino)piperidin-1-yl)-3-methoxypropan-2-ol), [Li+].[OH-] (LiOH). Run in O (water), C1CCOC1 (THF). Product: ClC=1C=C2C(=NC1)NC=C2C2=NC=C(C(=N2)NC2N(CCCC2)C([C@H](C)O)OC)F ((S)-3-((2-(5-chloro-1H-pyrrolo[2,3-b]pyridin-3-yl)-5-fluoropyrimidin-4-ylamino)piperidin-1-yl)-3-methoxypropan-2-ol). As a reaction SMILES: ClC1C=C2C(C3N=C(N[C@H]4CCCN(CC(O)COC)C4)C(F)=CN=3)=CN(S(C3C=CC(C)=CC=3)(=O)=O)C2=NC=1.[Cl:41][C:42]1[CH:43]=[C:44]2[C:50]([C:51]3[N:56]=[C:55]([NH:57][CH:58]4[CH2:63][CH2:62][CH2:61][CH2:60][N:59]4[CH:64]([O:68][CH3:69])[C@@H:65]([OH:67])[CH3:66])[C:54]([F:70])=[CH:53][N:52]=3)=[CH:49][N:48](S(C3C=CC(C)=CC=3)(=O)=O)[C:45]2=[N:46][CH:47]=1.[Li+].[OH-]>C1COCC1.O>[Cl:41][C:42]1[CH:43]=[C:44]2[C:50]([C:51]3[N:56]=[C:55]([NH:57][CH:58]4[CH2:63][CH2:62][CH2:61][CH2:60][N:59]4[CH:64]([O:68][CH3:69])[C@@H:65]([OH:67])[CH3:66])[C:54]([F:70])=[CH:53][N:52]=3)=[CH:49][NH:48][C:45]2=[N:46][CH:47]=1 |f:2.3|. Starting materials: BrC=1C=C(C(=NC1)Cl)N (5-bromo-2-chloropyridin-3-amine), FC1=C(C=CC(=C1)F)S(=O)(=O)Cl (2,4-difluorobenzene-1-sulfonyl chloride). Solvent: N1=CC=CC=C1 (pyridine). Reaction conditions: time 1 hour. Product: BrC=1C=C(C(=NC1)Cl)N(S(=O)(=O)C1=C(C=C(C=C1)F)F)S(=O)(=O)C1=C(C=C(C=C1)F)F (N-(5-bromo-2-chloropyridin-3-yl)-N-(2,4-difluorophenylsulfonyl)-2,4-difluorobenzenesulfonamide). Isolated yield 91.7%. Reaction SMILES: [Br:1][C:2]1[CH:3]=[C:4]([NH2:9])[C:5]([Cl:8])=[N:6][CH:7]=1.[F:10][C:11]1[CH:16]=[C:15]([F:17])[CH:14]=[CH:13][C:12]=1[S:18](Cl)(=[O:20])=[O:19]>N1C=CC=CC=1>[Br:1][C:2]1[CH:3]=[C:4]([N:9]([S:18]([C:12]2[CH:13]=[CH:14][C:15]([F:17])=[CH:16][C:11]=2[F:10])(=[O:20])=[O:19])[S:18]([C:12]2[CH:13]=[CH:14][C:15]([F:17])=[CH:16][C:11]=2[F:10])(=[O:20])=[O:19])[C:5]([Cl:8])=[N:6][CH:7]=1. Procedure details: To a solution of 5-bromo-2-chloropyridin-3-amine (7.93 g, 38.2 mmol) in pyridine (76 mL) was drop wise added 2,4-difluorobenzene-1-sulfonyl chloride (20.3 g, 96.0 mmol) at 0° C. The mixture was stirred for 1 h at room temperature. The resulting solid was filtered, and washed with water, and dried under vacuum oven to give the N-(5-bromo-2-chloropyridin-3-yl)-N-(2,4-difluorophenylsulfonyl)-2,4-difluorobenzenesulfonamide (19.6 g, 90%) as a white solid, which was used for the next step without furt...